This data is from the Open Reaction Database (ORD), a public repository of structured organic reaction records. The task is: describe an organic reaction: reactants, conditions, products, and yield Starting materials: BrC=1C(=C(C=CC1C)C)Br (dibromo-p-xylene), ICCC (iodo-propane), ICCCC (iodo-butane), BrC(=CCC)Br (dibromobutene), IC(C)(C)I (diiodopropane), IC(C)I (diiodoethane), ICCCCCC (iodo-hexane), ICCCCCCCCCCCC (iodo-dodecane). The product is CC1=CC2=C(C=C1)C(CCC2)(C)C (ionene). RXN SMILES: I[CH2:2][CH2:3][CH3:4].I[CH2:6]CCCCC.ICCCCCCCCCCCC.ICCCC.BrC(Br)=CCC.I[C:37](I)([CH3:39])[CH3:38].IC(I)C.Br[C:46]1[C:47](Br)=[C:48]([CH3:53])[CH:49]=[CH:50]C=1C>>[CH3:4][C:3]1[CH:2]=[CH:50][C:49]2[C:48]([CH3:53])([CH3:6])[CH2:47][CH2:46][CH2:39][C:37]=2[CH:38]=1. Procedure details: A series of ionene polymers were prepared according to the procedure of Example 1 except that equivalent amounts of iodo-propane, iodo-hexane, iodo-dodecane, iodo-butane or a mixture of dibromobutene and diiodopropane or diiodoethane were substituted for dibromo-p-xylene. Procedure: Phenylphosphonic dichloride (107 ml) and 4-trifluoromethylpyrimidin-6-one (103 g) were heated at 130° C. under nitrogen for 30 minutes. The reaction was cooled to room temperature and the reaction flask was equipped with a short path distillation head. The bath temperature was raised to about 200° C. and the product distilled out of the reaction mixture. Fractional distillation of this material gave 80.8 g of 4-chloro-6-trifluoromethylpyrimidine as a colorless liquid (b.p.=134°-136° C. @ 760 mm ... Reactants: FC(C=1N=CNC(C1)=O)(F)F (4-trifluoromethylpyrimidin-6-one), C1(=CC=CC=C1)P(=O)(Cl)Cl (Phenylphosphonic dichloride). Reaction SMILES: [F:1][C:2]([F:11])([F:10])[C:3]1[N:4]=[CH:5][NH:6][C:7](=O)[CH:8]=1.C1(P(Cl)([Cl:20])=O)C=CC=CC=1>>[Cl:20][C:7]1[CH:8]=[C:3]([C:2]([F:11])([F:10])[F:1])[N:4]=[CH:5][N:6]=1. Product: ClC1=NC=NC(=C1)C(F)(F)F (4-chloro-6-trifluoromethylpyrimidine). Reactants: N(=[N+]=[N-])CC1C2CCC(C1)N2C(=O)OC(C)(C)C ((±)-tert-butyl 2-(azidomethyl)-7-azabicyclo[2.2.1]heptane-7-carboxylate), C(=O)(C(F)(F)F)O (TFA). Run in C(Cl)Cl (DCM). Conditions: time 3 hour. Yields the product N(=[N+]=[N-])CC1C2CCC(C1)N2 ((±)-2-(azidomethyl)-7-azabicyclo[2.2.1]heptane). As a reaction SMILES: [N:1]([CH2:4][CH:5]1[CH2:10][CH:9]2[N:11](C(OC(C)(C)C)=O)[CH:6]1[CH2:7][CH2:8]2)=[N+:2]=[N-:3].C(O)(C(F)(F)F)=O>C(Cl)Cl>[N:1]([CH2:4][CH:5]1[CH2:10][CH:9]2[NH:11][CH:6]1[CH2:7][CH2:8]2)=[N+:2]=[N-:3]. Procedure: To the title compound of step B in DCM was added TFA. After 3 h at rt, the reaction mixture was concentrated to give the title compound (1.7 g) as the TFA salt. Reported procedure: Proceeding as in Example 17, but substituting 5-(5-carbamimidoyl-1H-benzoimidazol-2-yl)-6,2′-dihydroxy-5′-sulfamoyl-biphenyl-3-carboxylic acid (20 mg, 40 μmol), prepared as in Reference 10, and lithium 2-aminoethanesulfonate, prepared as in Reference 4, gave 2-{[5-(5-carbamimidoyl-1H-benzoimidazol-2-yl)-6,2′-dihydroxy-5′-sulfamoyl-biphenyl-3-carbonyl]-amino}-ethanesulfonic acid as a yellow solid, Compound 111. RP-HPLC (1-90S) RT=2.21 min; 1H NMR (400 MHz, d6-DMSO, selected signals): δ 9.36* (2H,... As a reaction SMILES: [C:1]([C:4]1[CH:33]=[CH:32][C:7]2[NH:8][C:9]([C:11]3[CH:12]=[C:13]([C:29](O)=[O:30])[CH:14]=[C:15]([C:18]4[CH:23]=[C:22]([S:24](=[O:27])(=[O:26])[NH2:25])[CH:21]=[CH:20][C:19]=4[OH:28])[C:16]=3[OH:17])=[N:10][C:6]=2[CH:5]=1)(=[NH:3])[NH2:2].[NH2:34][CH2:35][CH2:36][S:37]([O-:40])(=[O:39])=[O:38].[Li+]>>[C:1]([C:4]1[CH:33]=[CH:32][C:7]2[NH:8][C:9]([C:11]3[CH:12]=[C:13]([C:29]([NH:34][CH2:35][CH2:36][S:37]([OH:40])(=[O:39])=[O:38])=[O:30])[CH:14]=[C:15]([C:18]4[CH:23]=[C:22]([S:24](=[O:27])(=[O:26])[NH2:25])[CH:21]=[CH:20][C:19]=4[OH:28])[C:16]=3[OH:17])=[N:10][C:6]=2[CH:5]=1)(=[NH:3])[NH2:2] |f:1.2|. Starting materials: C(N)(=N)C1=CC2=C(NC(=N2)C=2C=C(C=C(C2O)C2=C(C=CC(=C2)S(N)(=O)=O)O)C(=O)O)C=C1 (5-(5-carbamimidoyl-1H-benzoimidazol-2-yl)-6,2′-dihydroxy-5′-sulfamoyl-biphenyl-3-carboxylic acid), NCCS(=O)(=O)[O-].[Li+] (lithium 2-aminoethanesulfonate). Yields the product C(N)(=N)C1=CC2=C(NC(=N2)C=2C=C(C=C(C2O)C2=C(C=CC(=C2)S(N)(=O)=O)O)C(=O)NCCS(=O)(=O)O)C=C1 (2-{[5-(5-carbamimidoyl-1H-benzoimidazol-2-yl)-6,2′-dihydroxy-5′-sulfamoyl-biphenyl-3-carbonyl]-amino}-ethanesulfonic acid), Compound 111. Reactants: CS (Methyl mercaptan), NC1=CC=C(C=C1)C(=S)SCC(=O)O (carboxymethyl 4-aminobenzenecarbodithioate), C([O-])(O)=O.[Na+] (sodium bicarbonate). Solvent: [OH-].[Na+] (sodium hydroxide). Reaction conditions: time 1 hour. The product is NC1=CC=C(C=C1)C(=S)SC (Methyl 4-Aminobenzenecarbodithioate). RXN SMILES: CS.[NH2:3][C:4]1[CH:9]=[CH:8][C:7]([C:10]([S:12][CH2:13]C(O)=O)=[S:11])=[CH:6][CH:5]=1.C(=O)(O)[O-].[Na+]>[OH-].[Na+]>[NH2:3][C:4]1[CH:5]=[CH:6][C:7]([C:10]([S:12][CH3:13])=[S:11])=[CH:8][CH:9]=1 |f:2.3,4.5|. Procedure details: Methyl mercaptan was passed into a filtered solution of crude carboxymethyl 4-aminobenzenecarbodithioate (7.48 g, 0.033 mol)in 66 ml of 0.5 N of sodium hydroxide solution containing 10% by weight sodium bicarbonate under external ice-cooling for about 10 minutes. A yellow precipitate separated out gradually as the colour of the aqueous solution was discharged. After standing for 1 hour at 0°-5°C, the precipitate was filtered off, washed with 10% by weight sodium bicarbonate solution, then with w... The reactants are [C@@H]12CC(C[C@H]2O1)C(=O)OC (methyl (1S,5R)-6-oxabicyclo[3.1.0]hexane-3-carboxylate). Run in CC(C)(C)OC (MTBE). Product: O[C@@H]1C[C@H](CC1)C(=O)OC (Methyl (1S,3S)-3-hydroxycyclopentanecarboxylate). RXN SMILES: [C@@H:1]12[O:6][C@@H:5]1[CH2:4][CH:3]([C:7]([O:9][CH3:10])=[O:8])[CH2:2]2>CC(OC)(C)C>[OH:6][C@H:1]1[CH2:5][CH2:4][C@H:3]([C:7]([O:9][CH3:10])=[O:8])[CH2:2]1. Procedure: A solution of methyl (1S,5R)-6-oxabicyclo[3.1.0]hexane-3-carboxylate (8 g, 56.3 mmol) in MTBE (100 ml) was hydrogenated at 3 atm on Parr shaker for 12 hrs. Filtered through celite evaporated followed by chromatagraphy on a 50 g silica gel Biotage Snap cartridge with 10-50% 6:3:1 Hexane-MTBE-MeCN/Hexane to give title compound. 1H NMR (500 MHz, CDCl3) δ 1.63-1.74 (m, 3H), δ 1.78 (s, br, 1H), δ 1.82-2.07 (m, 4H), δ 2.11-2.19 (m, 1H), δ 3.09 (m, 1H), δ 3.70 (s, 3H), δ 4.48 (m, 1H)